From a dataset of the Open Reaction Database (ORD), a public repository of structured organic reaction records. describe an organic reaction: reactants, conditions, products, and yield The reactants are C(C1=C(C=CC=C1)SSC1=C(C(=O)Cl)C=CC=C1)(=O)Cl (2,2'-dithiobisbenzoyl chloride), NC1=CC=C(CP(OCC)(OCC)=O)C=C1 (diethyl 4-aminobenzylphosphonate). The solvent is N1=CC=CC=C1 (pyridine), ClCCl (dichloromethane). Reaction conditions: temperature 23 celsius, time 3 day. Product: C(C)OP(OCC)(=O)CC1=CC=C(C=C1)NC(C1=C(C=CC=C1)SSC1=C(C=CC=C1)C(NC1=CC=C(C=C1)CP(=O)(OCC)OCC)=O)=O ([4-(2-{2-[4-(Diethoxy-phosphorylmethyl)-phenylcarbamoyl]-phenyldisulfanyl}-benzoylamino)-benzyl]phosphonic acid diethyl ester). Isolated yield 59.2%. As a reaction SMILES: [C:1](Cl)(=[O:19])[C:2]1[CH:7]=[CH:6][CH:5]=[CH:4][C:3]=1[S:8][S:9][C:10]1[CH:18]=[CH:17][CH:16]=[CH:15][C:11]=1[C:12](Cl)=[O:13].[NH2:21][C:22]1[CH:36]=[CH:35][C:25]([CH2:26][P:27](=[O:34])([O:31][CH2:32][CH3:33])[O:28][CH2:29][CH3:30])=[CH:24][CH:23]=1>ClCCl.N1C=CC=CC=1>[CH2:32]([O:31][P:27]([CH2:26][C:25]1[CH:24]=[CH:23][C:22]([NH:21][C:1](=[O:19])[C:2]2[CH:7]=[CH:6][CH:5]=[CH:4][C:3]=2[S:8][S:9][C:10]2[CH:18]=[CH:17][CH:16]=[CH:15][C:11]=2[C:12](=[O:13])[NH:21][C:22]2[CH:36]=[CH:35][C:25]([CH2:26][P:27]([O:31][CH2:32][CH3:33])([O:28][CH2:29][CH3:30])=[O:34])=[CH:24][CH:23]=2)=[CH:36][CH:35]=1)(=[O:34])[O:28][CH2:29][CH3:30])[CH3:33]. Procedure: This compound was prepared according to the general method of Example 77 using 2,2'-dithiobisbenzoyl chloride (2.00 g, 5.83 mmol) in 50 mL of dichloromethane and diethyl 4-aminobenzylphosphonate (2.90 g, 11.6 mmol) in 23 mL of pyridine. The reaction mixture was stirred for 3 days at 23° C. under nitrogen atmosphere. The crude product was recrystallized from acetonitrile-DMF to yield 2.60 g of the title compound, mp 237°-238° C. (dec.).